From a dataset of the Open Reaction Database (ORD), a public repository of structured organic reaction records. describe an organic reaction: reactants, conditions, products, and yield Reactants: CC(C)(C1=CC=CC=C1)NC(=O)C1=CC2=C(N(N=C2NC(C2=CC=C(C=C2)N2CCOCC2)=O)C(=O)OCC)S1 (ethyl 5-{[(1-methyl-1-phenylethyl)amino]carbonyl}-3-[(4-morpholin-4-ylbenzoyl)amino]-1H-thieno[2,3-c]pyrazole-1-carboxylate). The solvent is CO (methanol), C(C)N(CC)CC (triethylamine). Reaction conditions: temperature 70 celsius, time 5 hour. Yields the product CC(C)(C1=CC=CC=C1)NC(=O)C1=CC2=C(NN=C2NC(C2=CC=C(C=C2)N2CCOCC2)=O)S1 (N-(1-methyl-1-phenylethyl)-3[(4-morpholin-4-ylbenzoyl)amino]-1H-thieno[2,3-c]pyrazole-5-carboxamide). Isolated yield 86.7%. RXN SMILES: [CH3:1][C:2]([NH:10][C:11]([C:13]1[S:40][C:16]2[N:17](C(OCC)=O)[N:18]=[C:19]([NH:20][C:21](=[O:34])[C:22]3[CH:27]=[CH:26][C:25]([N:28]4[CH2:33][CH2:32][O:31][CH2:30][CH2:29]4)=[CH:24][CH:23]=3)[C:15]=2[CH:14]=1)=[O:12])([C:4]1[CH:9]=[CH:8][CH:7]=[CH:6][CH:5]=1)[CH3:3]>CO.C(N(CC)CC)C>[CH3:3][C:2]([NH:10][C:11]([C:13]1[S:40][C:16]2[NH:17][N:18]=[C:19]([NH:20][C:21](=[O:34])[C:22]3[CH:27]=[CH:26][C:25]([N:28]4[CH2:33][CH2:32][O:31][CH2:30][CH2:29]4)=[CH:24][CH:23]=3)[C:15]=2[CH:14]=1)=[O:12])([C:4]1[CH:5]=[CH:6][CH:7]=[CH:8][CH:9]=1)[CH3:1]. Procedure details: A suspension of ethyl 5-{[(1-methyl-1-phenylethyl)amino]carbonyl}-3-[(4-morpholin-4-ylbenzoyl)amino]-1H-thieno[2,3-c]pyrazole-1-carboxylate (3.71 g, 6.6 mmol) in methanol (MeOH, 70 mL) and triethylamine (TEA, 7 mL) was stirred at 70° C. for 5 hours. After evaporation of the solvent under reduced pressure, the residue was taken up with DCM and washed with water. The organic layer was separated, dried over sodium sulfate and evaporated. Purification by chromatography (DCM/MeOH 47:3) gave 2.8 g of ... Starting materials: Cc1noc2ccc(Oc3ncccc3C(=O)O)cc12, CC(C)(O)c1ccc(CN)cc1. The product is Cc1noc2ccc(Oc3ncccc3C(=O)NCc3ccc(C(C)(C)O)cc3)cc12. RXN SMILES: [CH3:1][c:2]1[n:3][o:4][c:5]2[c:6]1[cH:7][c:8]([O:11][c:12]1[c:13]([C:14](=[O:15])[OH:16])[cH:17][cH:18][cH:19][n:20]1)[cH:9][cH:10]2.[NH2:21][CH2:22][c:23]1[cH:24][cH:25][c:26]([C:29]([CH3:30])([CH3:31])[OH:32])[cH:27][cH:28]1>>[CH3:1][c:2]1[n:3][o:4][c:5]2[c:6]1[cH:7][c:8]([O:11][c:12]1[c:13]([C:14](=[O:16])[NH:21][CH2:22][c:23]3[cH:24][cH:25][c:26]([C:29]([CH3:30])([CH3:31])[OH:32])[cH:27][cH:28]3)[cH:17][cH:18][cH:19][n:20]1)[cH:9][cH:10]2. The reactants are C(N)(OC1(CC1CBr)C(C)(C)C)=O (tert-butyl-3-bromomethyl-1-cyclopropyl carbamate), N1C(C2(C3=CC=CC=C13)C1=C(OC2)C=C2OCCC2=C1)=O (5,6-dihydrospiro[benzo[1,2-b:5,4-b′]difuran-3,3′-indol]-2′(1′H)-one), BrCC1OCCCC1 (2-(bromomethyl)tetrahydro-2H-pyran), N1C(C2(C3=CC=CC=C13)COC=1C2=CC2=C(OCO2)C1)=O (spiro[furo[2,3-f][1,3]benzodioxole-7,3′-indol]-2′(1′H)-one). Product: C1(CC1)C(CCN1C(C2(C3=CC=CC=C13)COC=1C2=CC2=C(OCO2)C1)=O)NC(OC(C)(C)C)=O (tert-butyl [1-cyclopropyl-3-(2′-oxospiro[furo[2,3-f][1,3]benzodioxole-7,3′-indol]-1′(2′H)-yl)propyl]carbamate). As a reaction SMILES: [C:1](=[O:13])([O:3][C:4]1([C:9](C)(C)C)[CH:6](CBr)[CH2:5]1)[NH2:2].Br[CH2:15][CH:16]1[CH2:21][CH2:20][CH2:19][CH2:18]O1.[NH:22]1[C:30]2[C:25](=[CH:26][CH:27]=[CH:28][CH:29]=2)[C:24]2([C:34]3=[CH:35][C:36]4[O:40][CH2:39][O:38][C:37]=4[CH:41]=[C:33]3[O:32][CH2:31]2)[C:23]1=[O:42].N1C2C(=CC=CC=2)C2(COC3C=C4C(=CC2=3)CCO4)C1=O>>[CH:20]1([CH:21]([NH:2][C:1](=[O:13])[O:3][C:4]([CH3:9])([CH3:6])[CH3:5])[CH2:16][CH2:15][N:22]2[C:30]3[C:25](=[CH:26][CH:27]=[CH:28][CH:29]=3)[C:24]3([C:34]4=[CH:35][C:36]5[O:40][CH2:39][O:38][C:37]=5[CH:41]=[C:33]4[O:32][CH2:31]3)[C:23]2=[O:42])[CH2:19][CH2:18]1. Procedure: Following the procedure as described in EXAMPLE 4 and making non-critical variations using tert-butyl-3-bromomethyl-1-cyclopropyl carbamate to replace 2-(bromomethyl)tetrahydro-2H-pyran, and spiro[furo[2,3-f][1,3]benzodioxole-7,3′-indol]-2′(1′H)-one to replace 5,6-dihydrospiro[benzo[1,2-b:5,4-b′]difuran-3,3′-indol]-2′(1′H)-one, tert-butyl [1-cyclopropyl-3-(2′-oxospiro[furo[2,3-f][1,3]benzodioxole-7,3′-indol]-1′(2′H)-yl)propyl]carbamate was obtained (91%) as a fluffy yellow solid: 1H NMR (300 MHz... The reactants are COCCC(=O)N (3-methoxypropionamide), C1(CCCCC1)N (cyclohexylamine), N (ammonia), [OH-].[Na+] (sodium hydroxide). The product is C1(CCCCC1)NC(C=C)=O (N-cyclohexylacrylamide). Reaction SMILES: CO[CH2:3][CH2:4][C:5]([NH2:7])=[O:6].[CH:8]1(N)[CH2:13][CH2:12][CH2:11][CH2:10][CH2:9]1.N.[OH-].[Na+]>>[CH:8]1([NH:7][C:5](=[O:6])[CH:4]=[CH2:3])[CH2:13][CH2:12][CH2:11][CH2:10][CH2:9]1 |f:3.4|. Procedure: 103.1 g (1.0 mole) of 3-methoxypropionamide are heated with 104.1 g (1.05 mole) of cyclohexylamine for 8 hours in a temperature range of 130°-170° C. until the evolution of ammonia is complete. The mixture is allowed to cool, 1.5 g of sodium hydroxide is added and the mixture is heated in a high vacuum at 90°-110° C. The methanol is split off within about 30 minutes, vigorous foaming occurring. The temperature is increased and 93.5 g (0.61 mole=61% of the theoretical yield) of N-cyclohexylacryla... Starting materials: C[O-], CO, CC(C)(C)c1cc(CCl)no1, Cl, [O-]C(=[SH]CCC(F)(F)F)c1ccccc1, [Na+]. The product is CC(C)(C)c1cc(CSCCC(F)(F)F)no1. RXN SMILES: [CH3:27][O-:28].[CH3:31][OH:32].[Cl:1][CH2:2][c:3]1[n:4][o:5][c:6]([C:8]([CH3:9])([CH3:10])[CH3:11])[cH:7]1.[ClH:30].[F:12][C:13]([CH2:14][CH2:15][SH:16]=[C:17]([c:18]1[cH:19][cH:20][cH:21][cH:22][cH:23]1)[O-:24])([F:25])[F:26].[Na+:29]>>[CH2:2]([c:3]1[n:4][o:5][c:6]([C:8]([CH3:9])([CH3:10])[CH3:11])[cH:7]1)[S:16][CH2:15][CH2:14][C:13]([F:12])([F:25])[F:26]. Reactants: O (water), [H-].[Na+] (sodium hydride), C(CC)SC=1N(C(C2=C(N1)NC(C=C2)=O)=O)C2=CC=C(C=C2)OCC(F)(F)F (2-(propylsulfanyl)-3-[4-(2,2,2-trifluoroethoxy)phenyl]pyrido[2,3-d]pyrimidine-4,7(3H,8H)-dione), CSCCCO (3-(methylsulfanyl)propan-1-ol). Run in O1CCCC1 (tetrahydrofuran). Run at time 10 minute. Product: CSCCCOC=1N(C(C2=C(N1)NC(C=C2)=O)=O)C2=CC=C(C=C2)OCC(F)(F)F (2-[3-(methylsulfanyl)propoxy]-3-[4-(2,2,2-trifluoroethoxy)phenyl]pyrido[2,3-d]pyrimidine-4,7(3H,8H)-dione). Reaction SMILES: [H-].[Na+].[CH3:3][S:4][CH2:5][CH2:6][CH2:7][OH:8].C(S[C:13]1[N:14]([C:25]2[CH:30]=[CH:29][C:28]([O:31][CH2:32][C:33]([F:36])([F:35])[F:34])=[CH:27][CH:26]=2)[C:15](=[O:24])[C:16]2[CH:22]=[CH:21][C:20](=[O:23])[NH:19][C:17]=2[N:18]=1)CC.O>O1CCCC1>[CH3:3][S:4][CH2:5][CH2:6][CH2:7][O:8][C:13]1[N:14]([C:25]2[CH:26]=[CH:27][C:28]([O:31][CH2:32][C:33]([F:36])([F:35])[F:34])=[CH:29][CH:30]=2)[C:15](=[O:24])[C:16]2[CH:22]=[CH:21][C:20](=[O:23])[NH:19][C:17]=2[N:18]=1 |f:0.1|. Procedure details: To a suspension of sodium hydride (60% in oil, 48 mg) in tetrahydrofuran (5 ml) was added 3-(methylsulfanyl)propan-1-ol (0.206 ml) at room temperature, and the mixture was stirred at room temperature for 10 min. To the reaction mixture was added 2-(propylsulfanyl)-3-[4-(2,2,2-trifluoroethoxy)phenyl]pyrido[2,3-d]pyrimidine-4,7(3H,8H)-dione (165 mg), and the mixture was stirred at room temperature for 5 hr. The reaction mixture was poured into water, and the mixture was extracted with ethyl acetat... Starting materials: N1N=CN=C1 (1,2,4-triazole), ClC=1N=C(C2=C(N1)SC(=C2)CC)NCC2=CC=CC=C2 (2-chloro-6-ethyl-4-benzylamino-thieno-[2,3-d]-pyrimidine). Product: N1(N=CN=C1)C=1N=C(C2=C(N1)SC(=C2)CC)NCC2=CC=CC=C2 (2-(1,2,4-triazol-1-yl) -6-ethyl-4-benzylamino-thieno-[2,3-d]-pyrimidine). Reaction SMILES: [NH:1]1[CH:5]=[N:4][CH:3]=[N:2]1.Cl[C:7]1[N:8]=[C:9]([NH:18][CH2:19][C:20]2[CH:25]=[CH:24][CH:23]=[CH:22][CH:21]=2)[C:10]2[CH:15]=[C:14]([CH2:16][CH3:17])[S:13][C:11]=2[N:12]=1>>[N:1]1([C:7]2[N:8]=[C:9]([NH:18][CH2:19][C:20]3[CH:25]=[CH:24][CH:23]=[CH:22][CH:21]=3)[C:10]3[CH:15]=[C:14]([CH2:16][CH3:17])[S:13][C:11]=3[N:12]=2)[CH:5]=[N:4][CH:3]=[N:2]1. Reported procedure: Following the procedure of Example 97, the reaction of 1,2,4-triazole with 2-chloro-6-ethyl-4-benzylamino-thieno-[2,3-d]-pyrimidine gives 2-(1,2,4-triazol-1-yl) -6-ethyl-4-benzylamino-thieno-[2,3-d]-pyrimidine. The reactants are C([O-])([O-])=O.[K+].[K+] (potassium carbonate), O (water), C(C)OC(C=CC1=CC(=CC(=C1)Br)Br)=O (3-(3,5-Dibromophenyl)-acrylic acid ethyl ester), C1(=CC=CC=C1)C#C (Phenylacetylene). The reagents and catalysts are CCCC[N+](CCCC)(CCCC)CCCC.[Br-] (tetra-N-butylammonium bromide), C(C)(=O)[O-].[Pd+2].C(C)(=O)[O-] (palladium(II) acetate). Solvent: CN(C)C=O (DMF). Conditions: time 10 minute. The product is C(C)OC(C=CC1=CC(=CC(=C1)C#CC1=CC=CC=C1)C#CC1=CC=CC=C1)=O (3-(3,5-bis-phenylethynyl-phenyl)-acrylic acid ethyl ester). As a reaction SMILES: C(=O)([O-])[O-].[K+].[K+].[CH2:7]([O:9][C:10](=[O:21])[CH:11]=[CH:12][C:13]1[CH:18]=[C:17](Br)[CH:16]=[C:15](Br)[CH:14]=1)[CH3:8].[C:22]1([C:28]#[CH:29])[CH:27]=[CH:26][CH:25]=[CH:24][CH:23]=1.O>CCCC[N+](CCCC)(CCCC)CCCC.[Br-].CN(C=O)C.C([O-])(=O)C.[Pd+2].C([O-])(=O)C>[CH2:7]([O:9][C:10](=[O:21])[CH:11]=[CH:12][C:13]1[CH:18]=[C:17]([C:29]#[C:28][C:22]2[CH:27]=[CH:26][CH:25]=[CH:24][CH:23]=2)[CH:16]=[C:15]([C:11]#[C:12][C:13]2[CH:18]=[CH:17][CH:16]=[CH:15][CH:14]=2)[CH:14]=1)[CH3:8] |f:0.1.2,6.7,9.10.11|. Procedure details: A mixture of potassium carbonate (2.1 g, 15.2 mmol), tetra-N-butylammonium bromide (0.75 g, 2.4 mmol) and palladium(II) acetate (75 mg, 0.33 mmol) in dry DMF (8 ML), under nitrogen, was stirred for 10 min. 3-(3,5-Dibromophenyl)-acrylic acid ethyl ester (1.2 g, 3.6 mmol) was added and the mixture cooled on ice. Phenylacetylene (4.0 mL, 36.0 mmol) was added and the mixture stirred at room temperature for 7 days. The reaction mixture was added water and the product extracted with ethyl acetate (×3)... Starting materials: C1(CCCCCC1)N (cycloheptanamine), COC(C=O)OC (2,2-dimethoxyacetaldehyde). Reagents/catalysts: [Pd] (Palladium on carbon). Solvent: CO (methanol). Conditions: time 5 hour. Yields the product COC(CNC1CCCCCC1)OC (N-(2,2-dimethoxyethyl)cycloheptanamine). RXN SMILES: [CH:1]1([NH2:8])[CH2:7][CH2:6][CH2:5][CH2:4][CH2:3][CH2:2]1.[CH3:9][O:10][CH:11]([O:14][CH3:15])[CH:12]=O>CO.[Pd]>[CH3:9][O:10][CH:11]([O:14][CH3:15])[CH2:12][NH:8][CH:1]1[CH2:7][CH2:6][CH2:5][CH2:4][CH2:3][CH2:2]1. Procedure: To a stirred solution of cycloheptanamine (8.62 g) in methanol (20 mL) was added 2,2-dimethoxyacetaldehyde (11.49 mL) and the mixture stirred at room temperature for 5 h. Palladium on carbon 10% (1 g) was added and the mixture hydrogenated at 5 bar for 16 h. It was filtered and concentrated under vacuum to give N-(2,2-dimethoxyethyl)cycloheptanamine as an oil (15.26 g). 1H NMR (300 MHz, CDCl3) δ 4.47 (t, J=5.6 Hz, 1H), 3.39 (s, 6H), 2.73 (d, J=5.6 Hz, 2H), 2.67-2.55 (m, 1H), 1.90-1.25 (m, 12H).